Dataset: the Open Reaction Database (ORD), a public repository of structured organic reaction records. Task: describe an organic reaction: reactants, conditions, products, and yield The reactants are BrCc1ccc(Br)cc1, CC(=O)OC(C)(C)C, C1CCOC1, [Li]CCCC, CC(C)NC1CCCCC1. Yields the product CC(C)(C)OC(=O)CCc1ccc(Br)cc1. As a reaction SMILES: [Br:24][c:25]1[cH:26][cH:27][c:28]([CH2:29][Br:30])[cH:31][cH:32]1.[C:16]([CH3:17])([CH3:18])([CH3:19])[O:20][C:21]([CH3:22])=[O:23].[CH2:33]1[O:34][CH2:35][CH2:36][CH2:37]1.[CH3:11][CH2:12][CH2:13][CH2:14][Li:15].[CH:1]1([NH:2][CH:3]([CH3:4])[CH3:5])[CH2:6][CH2:7][CH2:8][CH2:9][CH2:10]1>>[C:16]([CH3:17])([CH3:18])([CH3:19])[O:20][C:21]([CH2:22][CH2:29][c:28]1[cH:27][cH:26][c:25]([Br:24])[cH:32][cH:31]1)=[O:23]. Reactants: CO (methanol), C(C=C)OC(=O)C=1N(C=C(C1)F)N(CCC(C)C)C(CC(=O)OCC)=O (1-[(2-ethoxycarbonyl-acetyl)-(3-methyl-butyl)-amino]-4-fluoro-1H-pyrrole-2-carboxylic acid allyl ester), [O-]CC.[Na+] (sodium ethoxide), solution. Run in C(C)O (ethanol), ClCCl (dichloromethane), C(C)O (ethanol). Conditions: temperature 40 celsius. Yields the product C(C)OC(=O)C1=C(C=2N(N(C1=O)CCC(C)C)C=C(C2)F)O (6-fluoro-4-hydroxy-1-(3-methyl-butyl)-2-oxo-1,2-dihydro-pyrrolo[1,2-b]pyridazine-3-carboxylic acid ethyl ester). Isolated yield 49.1%. Reaction SMILES: C(O[C:5]([C:7]1[N:8]([N:13]([C:19](=[O:26])[CH2:20][C:21]([O:23][CH2:24][CH3:25])=[O:22])[CH2:14][CH2:15][CH:16]([CH3:18])[CH3:17])[CH:9]=[C:10]([F:12])[CH:11]=1)=[O:6])C=C.[O-]CC.[Na+].CO>C(O)C.ClCCl>[CH2:24]([O:23][C:21]([C:20]1[C:19](=[O:26])[N:13]([CH2:14][CH2:15][CH:16]([CH3:17])[CH3:18])[N:8]2[CH:9]=[C:10]([F:12])[CH:11]=[C:7]2[C:5]=1[OH:6])=[O:22])[CH3:25] |f:1.2|. Procedure: To a solution of 1-[(2-ethoxycarbonyl-acetyl)-(3-methyl-butyl)-amino]-4-fluoro-1H-pyrrole-2-carboxylic acid allyl ester (Example 14 h, 0.318 g, 0.898 mmol) in ethanol (10 mL) was added a 21% solution of sodium ethoxide in ethanol (0.728 g, 2.245 mmol) and the mixture was heated at 40° C. for 16 h. The solvent was removed in vacuo and the residue was purified by flash column chromatography (Merck silica gel 60, 40-63 μm, 20% ethyl acetate in hexanes, then 10% methanol in dichloromethane) to affor... The reactants are NC=1C=C(C=CC1NC1=CC=CC=C1)OC (3-amino-4-phenylaminoanisole), CS(=O)(=O)Cl (methanesulfonyl chloride). Run in N1=CC=CC=C1 (pyridine). Reaction conditions: time 2 hour. Yields the product CS(=O)(=O)NC=1C=C(C=CC1NC1=CC=CC=C1)OC (3-methylsulfonylamino-4-phenylaminoanisole). Isolated yield 81.9%. Reaction SMILES: [NH2:1][C:2]1[CH:3]=[C:4]([O:15][CH3:16])[CH:5]=[CH:6][C:7]=1[NH:8][C:9]1[CH:14]=[CH:13][CH:12]=[CH:11][CH:10]=1.[CH3:17][S:18](Cl)(=[O:20])=[O:19]>N1C=CC=CC=1>[CH3:17][S:18]([NH:1][C:2]1[CH:3]=[C:4]([O:15][CH3:16])[CH:5]=[CH:6][C:7]=1[NH:8][C:9]1[CH:14]=[CH:13][CH:12]=[CH:11][CH:10]=1)(=[O:20])=[O:19]. Procedure details: 21.4 g of 3-amino-4-phenylaminoanisole was dissolved in 210 ml of pyridine. The solution was then ice-cooled. Thereto was dropwise added 12 g of methanesulfonyl chloride in 30 minutes. Stirring was conducted for 2 hours at 5°-10° C. The mixture was subjected to distillation under reduced pressure to remove the solvent. To the residue were added 500 ml of water and 300 ml of ethyl acetate. The resulting mixture was adjusted to pH 4 with 4N hydrochloric acid. The organic layer was separated, washe... The reactants are O=C(OCc1ccccc1)N1CCNCC1, COc1ccccc1CN1CC(=O)N(CCCCl)C(=O)C1. Yields the product COc1ccccc1CN1CC(=O)N(CCCN2CCN(C(=O)OCc3ccccc3)CC2)C(=O)C1. As a reaction SMILES: [CH2:22]([c:23]1[cH:24][cH:25][cH:26][cH:27][cH:28]1)[O:29][C:30](=[O:31])[N:32]1[CH2:33][CH2:34][NH:35][CH2:36][CH2:37]1.[CH3:1][O:2][c:3]1[c:4]([CH2:5][N:6]2[CH2:7][C:8](=[O:17])[N:9]([CH2:13][CH2:14][CH2:15][Cl:16])[C:10](=[O:12])[CH2:11]2)[cH:18][cH:19][cH:20][cH:21]1>>[CH3:1][O:2][c:3]1[c:4]([CH2:5][N:6]2[CH2:7][C:8](=[O:17])[N:9]([CH2:13][CH2:14][CH2:15][N:35]3[CH2:34][CH2:33][N:32]([C:30]([O:29][CH2:22][c:23]4[cH:24][cH:25][cH:26][cH:27][cH:28]4)=[O:31])[CH2:37][CH2:36]3)[C:10](=[O:12])[CH2:11]2)[cH:18][cH:19][cH:20][cH:21]1. The reactants are CCOC(=O)c1ccc(N2CCC(NC(=O)NC3CCN(c4nc(NCC(c5ccccc5)c5ccccc5)c5ncn(C6CC(n7cc(CO)cn7)C(O)C6O)c5n4)C3)CC2)nc1, CO, O=C(O)C(F)(F)F, [Li+], [OH-]. The product is O=C(O)C(F)(F)F, O=C(NC1CCN(c2ccc(C(=O)O)cn2)CC1)NC1CCN(c2nc(NCC(c3ccccc3)c3ccccc3)c3ncn(C4CC(n5cc(CO)cn5)C(O)C4O)c3n2)C1. RXN SMILES: [CH2:8]([CH3:9])[O:10][C:11](=[O:12])[c:13]1[cH:14][cH:15][c:16]([N:19]2[CH2:20][CH2:21][CH:22]([NH:25][C:26](=[O:27])[NH:28][CH:29]3[CH2:30][N:31]([c:34]4[n:35][c:36]([NH:57][CH2:58][CH:59]([c:60]5[cH:61][cH:62][cH:63][cH:64][cH:65]5)[c:66]5[cH:67][cH:68][cH:69][cH:70][cH:71]5)[c:37]5[n:38][cH:39][n:40]([CH:43]6[CH:44]([OH:56])[CH:45]([OH:55])[CH:46]([n:48]7[n:49][cH:50][c:51]([CH2:53][OH:54])[cH:52]7)[CH2:47]6)[c:41]5[n:42]4)[CH2:32][CH2:33]3)[CH2:23][CH2:24]2)[n:17][cH:18]1.[CH3:74][OH:75].[F:1][C:2]([C:3](=[O:4])[OH:5])([F:6])[F:7].[Li+:72].[OH-:73]>>[F:1][C:2]([C:3](=[O:4])[OH:5])([F:6])[F:7].[O:10]=[C:11]([OH:12])[c:13]1[cH:14][cH:15][c:16]([N:19]2[CH2:20][CH2:21][CH:22]([NH:25][C:26](=[O:27])[NH:28][CH:29]3[CH2:30][N:31]([c:34]4[n:35][c:36]([NH:57][CH2:58][CH:59]([c:60]5[cH:61][cH:62][cH:63][cH:64][cH:65]5)[c:66]5[cH:67][cH:68][cH:69][cH:70][cH:71]5)[c:37]5[n:38][cH:39][n:40]([CH:43]6[CH:44]([OH:56])[CH:45]([OH:55])[CH:46]([n:48]7[n:49][cH:50][c:51]([CH2:53][OH:54])[cH:52]7)[CH2:47]6)[c:41]5[n:42]4)[CH2:32][CH2:33]3)[CH2:23][CH2:24]2)[n:17][cH:18]1. Starting materials: [Ag+2], CC(=O)[O-], CC(=O)[O-], O=C([O-])[O-], Cc1cc([N+](=O)[O-])c2c(c1Oc1ccc(OCc3ccccc3)c(I)c1)CCC2, CCOC(C)=O, C=CC1CCC(=O)C1, O, [Pd+2], c1ccc(P(c2ccccc2)c2ccccc2)cc1. Yields the product Cc1cc([N+](=O)[O-])c2c(c1Oc1ccc(OCc3ccccc3)c(C=CC3CCC(=O)C3)c1)CCC2. As a reaction SMILES: [Ag+2:71].[C:58]([O-:59])(=[O:60])[CH3:61].[C:63]([O-:64])(=[O:65])[CH3:66].[C:67](=[O:68])([O-:69])[O-:70].[CH2:1]([c:2]1[cH:3][cH:4][cH:5][cH:6][cH:7]1)[O:8][c:9]1[c:10]([I:29])[cH:11][c:12]([O:13][c:14]2[c:15]3[c:19]([c:20]([N+:24](=[O:25])[O-:26])[cH:21][c:22]2[CH3:23])[CH2:18][CH2:17][CH2:16]3)[cH:27][cH:28]1.[CH3:72][CH2:73][O:74][C:75](=[O:76])[CH3:77].[CH:30](=[CH2:31])[CH:32]1[CH2:33][C:34](=[O:37])[CH2:35][CH2:36]1.[OH2:57].[Pd+2:62].[c:38]1([P:39]([c:40]2[cH:41][cH:42][cH:43][cH:44][cH:45]2)[c:46]2[cH:47][cH:48][cH:49][cH:50][cH:51]2)[cH:52][cH:53][cH:54][cH:55][cH:56]1>>[CH2:1]([c:2]1[cH:3][cH:4][cH:5][cH:6][cH:7]1)[O:8][c:9]1[c:10]([CH:31]=[CH:30][CH:32]2[CH2:33][C:34](=[O:37])[CH2:35][CH2:36]2)[cH:11][c:12]([O:13][c:14]2[c:15]3[c:19]([c:20]([N+:24](=[O:25])[O-:26])[cH:21][c:22]2[CH3:23])[CH2:18][CH2:17][CH2:16]3)[cH:27][cH:28]1. Reactants: O1CCC2=C1C=CC(=C2)S(=O)(=O)N (2,3-dihydro-5-benzofuransulfonamide), ClC1=CC=C(C=C1)N=C=O (4-chlorophenylisocyanate). Product: ClC1=CC=C(C=C1)NC(=O)NS(=O)(=O)C=1C=CC2=C(CCO2)C1 (N-{[(4-chlorophenyl)amino]carbonyl}-2,3-dihydro-5-benzofuransulfonamide). The yield is 26.1%. As a reaction SMILES: [O:1]1[C:5]2[CH:6]=[CH:7][C:8]([S:10]([NH2:13])(=[O:12])=[O:11])=[CH:9][C:4]=2[CH2:3][CH2:2]1.[Cl:14][C:15]1[CH:20]=[CH:19][C:18]([N:21]=[C:22]=[O:23])=[CH:17][CH:16]=1>>[Cl:14][C:15]1[CH:20]=[CH:19][C:18]([NH:21][C:22]([NH:13][S:10]([C:8]2[CH:7]=[CH:6][C:5]3[O:1][CH2:2][CH2:3][C:4]=3[CH:9]=2)(=[O:11])=[O:12])=[O:23])=[CH:17][CH:16]=1. Reported procedure: The title product was prepared in 26.1% yield from 2,3-dihydro-5-benzofuransulfonamide and 4-chlorophenylisocyanate following the procedure of Example 1, m.p. 190°-194° C. The reactants are C1(=CC=CC=C1)CCCCCCC(O)C=1N=NNN1 (7-phenyl-1-(2H-tetrazol-5-yl)-heptan-1-ol), CC(C)(C)[Si](C)(C)Cl (TBSCl), N1C=NC=C1 (imidazole). Run in CN(C)C=O (DMF), CCOC(=O)C (EtOAc). The product is [Si](C)(C)(C(C)(C)C)OC(CCCCCCC1=CC=CC=C1)C=1N=NNN1 (5-(1-(tert-butyldimethylsilyloxy)-7-phenylheptyl)-2H-tetrazole). Isolated yield 74.4%. As a reaction SMILES: [C:1]1([CH2:7][CH2:8][CH2:9][CH2:10][CH2:11][CH2:12][CH:13]([C:15]2[N:16]=[N:17][NH:18][N:19]=2)[OH:14])[CH:6]=[CH:5][CH:4]=[CH:3][CH:2]=1.[CH3:20][C:21]([Si:24](Cl)([CH3:26])[CH3:25])([CH3:23])[CH3:22].N1C=CN=C1>CN(C=O)C.CCOC(C)=O>[Si:24]([O:14][CH:13]([C:15]1[N:16]=[N:17][NH:18][N:19]=1)[CH2:12][CH2:11][CH2:10][CH2:9][CH2:8][CH2:7][C:1]1[CH:6]=[CH:5][CH:4]=[CH:3][CH:2]=1)([C:21]([CH3:23])([CH3:22])[CH3:20])([CH3:26])[CH3:25]. Reported procedure: A solution of 7-phenyl-1-(2H-tetrazol-5-yl)-heptan-1-ol (36 mg, 0.14 mmol), TBSCl (63 mg, 0.42 mmol) and imidazole (28 mg, 0.42 mmol) in DMF (0.7 mL) was stirred at room temperature for 72 h before it was diluted with EtOAc, and washed with H2O and saturated aqueous NaCl. The organic layer was dried over Na2SO4 and the solvent was removed under reduced pressure to afford the crude material that was purified by flash chromatography (SiO2, 1.5×15 cm, 10% acetone-hexanes) to afford 5-(1-(tert-butyl...